From a dataset of the Open Reaction Database (ORD), a public repository of structured organic reaction records. describe an organic reaction: reactants, conditions, products, and yield Starting materials: N(C(=N)N)C=1SC=C(N1)CSCCN (2-(2-guanidino-4-thiazolylmethylthio)ethylamine), CSC=1NCC(CC1[N+](=O)[O-])(C)C (2-methylthio-3-nitro-5,5-dimethyl-1,4,5,6-tetrahydropyridine). Yields the product N(C(=N)N)C=1SC=C(N1)CSCCNC=1NCC(CC1[N+](=O)[O-])(C)C (2-[2-(2-Guanidino-4-thiazolylmethylthio)ethylamino-]-5,5-dimethyl-3-nitro-1,4,5,6-tetrahydropyridine). Reaction SMILES: [NH:1]([C:5]1[S:6][CH:7]=[C:8]([CH2:10][S:11][CH2:12][CH2:13][NH2:14])[N:9]=1)[C:2]([NH2:4])=[NH:3].CS[C:17]1[NH:18][CH2:19][C:20]([CH3:27])([CH3:26])[CH2:21][C:22]=1[N+:23]([O-:25])=[O:24]>>[NH:1]([C:5]1[S:6][CH:7]=[C:8]([CH2:10][S:11][CH2:12][CH2:13][NH:14][C:17]2[NH:18][CH2:19][C:20]([CH3:27])([CH3:26])[CH2:21][C:22]=2[N+:23]([O-:25])=[O:24])[N:9]=1)[C:2]([NH2:4])=[NH:3]. Procedure details: The title compound is prepared from 2-(2-guanidino-4-thiazolylmethylthio)ethylamine and 2-methylthio-3-nitro-5,5-dimethyl-1,4,5,6-tetrahydropyridine by a process analogous to that of Example 1. Starting materials: FC1=C(C#N)C=CC=C1 (2-fluorobenzonitrile), NCCCN1CCOCC1 (4-(3-aminopropyl)morpholine). Yields the product O1CCN(CC1)CCCNC1=C(C#N)C=CC=C1 (2-(3-Morpholinopropylamino)benzonitrile). RXN SMILES: F[C:2]1[CH:9]=[CH:8][CH:7]=[CH:6][C:3]=1[C:4]#[N:5].[NH2:10][CH2:11][CH2:12][CH2:13][N:14]1[CH2:19][CH2:18][O:17][CH2:16][CH2:15]1>>[O:17]1[CH2:18][CH2:19][N:14]([CH2:13][CH2:12][CH2:11][NH:10][C:2]2[CH:9]=[CH:8][CH:7]=[CH:6][C:3]=2[C:4]#[N:5])[CH2:15][CH2:16]1. Reported procedure: According to a similar manner to that in Reference Example 3, the title compound was synthesized from 2-fluorobenzonitrile and 4-(3-aminopropyl)morpholine. Procedure: A solution of 1.9 g (10.0 mmoles) of methyl 2-chloro-4-methylnicotinate dissolved in 5.0 ml of THF was gradually added, at −65 to −60° C., to a suspension of 0.4 g (10.0 mmoles) of lithium aluminum hydride in 30 ml of tetrahydrofuran. The mixture was stirred for 30 minutes and at −20° C. for 1 hour to give rise to a reaction. The reaction mixture was poured into water, followed by extraction with ethyl acetate. The resulting organic layer was washed with water and an aqueous sodium chloride solu... RXN SMILES: [Cl:1][C:2]1[N:11]=[CH:10][CH:9]=[C:8]([CH3:12])[C:3]=1[C:4](OC)=[O:5].[H-].[Al+3].[Li+].[H-].[H-].[H-].O>C1COCC1>[Cl:1][C:2]1[C:3]([CH2:4][OH:5])=[C:8]([CH3:12])[CH:9]=[CH:10][N:11]=1 |f:1.2.3.4.5.6|. Run at temperature -20 celsius, time 1 hour. The product is ClC1=NC=CC(=C1CO)C ((2-chloro-4-methylpyridin-3-yl)methanol). Reactants: [H-].[Al+3].[Li+].[H-].[H-].[H-] (lithium aluminum hydride), ClC1=C(C(=O)OC)C(=CC=N1)C (methyl 2-chloro-4-methylnicotinate), O (water). Run in O1CCCC1 (tetrahydrofuran), C1CCOC1 (THF). The yield is 38.1%. Reactants: ClC1=NC(=C(C=C1C#N)CC)C (2-chloro-3-cyano-5-ethyl-6-methylpyridine), C(C)(C)(C)S (t-Butylmercaptan), [H-].[Na+] (sodium hydride), oil, O (water). Run in CN(C=O)C (dimethylformamide). Run at time 10 minute. Yields the product C(C)(C)(C)SC1=NC=C(C=C1C#N)CC (2-t-butylthio-3-cyano-5-ethylpyridine). The yield is 98.0%. RXN SMILES: [C:1]([SH:5])([CH3:4])([CH3:3])[CH3:2].[H-].[Na+].Cl[C:9]1[C:14]([C:15]#[N:16])=[CH:13][C:12]([CH2:17][CH3:18])=[C:11](C)[N:10]=1.O>CN(C)C=O>[C:1]([S:5][C:9]1[C:14]([C:15]#[N:16])=[CH:13][C:12]([CH2:17][CH3:18])=[CH:11][N:10]=1)([CH3:4])([CH3:3])[CH3:2] |f:1.2|. Procedure details: t-Butylmercaptan (0.40 mL, 3.55 mmol) was added to a suspension of 60% sodium hydride in mineral oil (158 mg, 3.85 mmol) in dry dimethylformamide (5 mL). After 10 minutes, when gas evolution ceased, 2-chloro-3-cyano-5-ethyl-6-methylpyridine (542 mg, 3.0 mmol) was added. After stirring for one hour, water was added and product extracted into diethyl ether. This extract was dried (Na2SO4), filtered and the solvent removed to give 648 mg (92%) of crystalline product, m.p. 63°-66° C. The reactants are OCCC#CC=1C=C(SC1)C(=O)OC (methyl 4-(4-hydroxybut-1-yn-1-yl)thien-2-ylcarboxylate), [H][H] (hydrogen). Reagents/catalysts: [Pd] (palladium on charcoal). Solvent: C(C)O (ethanol). Product: OCCCCC=1C=C(SC1)C(=O)OC (methyl 4-(4-hydroxybutyl)thien-2-ylcarboxylate). Isolated yield 81.9%. As a reaction SMILES: [OH:1][CH2:2][CH2:3][C:4]#[C:5][C:6]1[CH:7]=[C:8]([C:11]([O:13][CH3:14])=[O:12])[S:9][CH:10]=1.[H][H]>C(O)C.[Pd]>[OH:1][CH2:2][CH2:3][CH2:4][CH2:5][C:6]1[CH:7]=[C:8]([C:11]([O:13][CH3:14])=[O:12])[S:9][CH:10]=1. Procedure: A Parr flask was charged with 4.00 g of methyl 4-(4-hydroxybut-1-yn-1-yl)thien-2-ylcarboxylate in 100 mL of ethanol. Then 2.00 g (50% wt eq) of 5% palladium on charcoal was added. Parr hydrogenation was carried out at 50 psi of hydrogen for 6 hours. The reaction mixture was filtered through a Celite pad which was washed with ethanol. The filtrate was concentrated under reduced pressure to give 3.34 g (81.9%) of methyl 4-(4-hydroxybutyl)thien-2-ylcarboxylate as a clear oil; IR (KBr, cm-1): 1710, ... Reactants: CC1COc2c(F)c(F)cc3c(=O)c(C(=O)O)cn1c23, COOP(=O)(OOC)C(O)(CCN)P(=O)(OOC)OOC. The product is COOP(=O)(OOC)C(O)(CCNc1c(F)cc2c(=O)c(C(=O)O)cn3c2c1OCC3C)P(=O)(OOC)OOC. RXN SMILES: [F:1][c:2]1[c:3]([F:20])[c:4]2[c:5]3[n:6]([cH:11][c:12]([C:17](=[O:18])[OH:19])[c:13](=[O:16])[c:14]3[cH:15]1)[CH:7]([CH3:10])[CH2:8][O:9]2.[OH:21][C:22]([CH2:23][CH2:24][NH2:25])([P:26](=[O:27])([O:28][O:29][CH3:30])[O:31][O:32][CH3:33])[P:34](=[O:35])([O:36][O:37][CH3:38])[O:39][O:40][CH3:41]>>[F:1][c:2]1[c:3]([NH:25][CH2:24][CH2:23][C:22]([OH:21])([P:26](=[O:27])([O:28][O:29][CH3:30])[O:31][O:32][CH3:33])[P:34](=[O:35])([O:36][O:37][CH3:38])[O:39][O:40][CH3:41])[c:4]2[c:5]3[n:6]([cH:11][c:12]([C:17](=[O:18])[OH:19])[c:13](=[O:16])[c:14]3[cH:15]1)[CH:7]([CH3:10])[CH2:8][O:9]2. The reactants are C(C)(=O)OCC (ethyl acetate), COC1=C(C=CC=C1OCCOC)CC#N ((2-(methyloxy)-3-{[2-(methyloxy)ethyl]oxy}phenyl)acetonitrile), ice water. The solvent is O1CCCC1 (tetrahydrofuran). Run at temperature 60 celsius, time 1.5 hour. The product is COC1=C(C=CC=C1OCCOC)C(C#N)C(C)=O (2-(2-(methyloxy)-3-{[2-(methyloxy)ethyl]oxy}phenyl)-3-oxobutanenitrile). The yield is 171.1%. RXN SMILES: [CH3:1][O:2][C:3]1[C:8]([O:9][CH2:10][CH2:11][O:12][CH3:13])=[CH:7][CH:6]=[CH:5][C:4]=1[CH2:14][C:15]#[N:16].[C:17](OCC)(=[O:19])[CH3:18]>O1CCCC1>[CH3:1][O:2][C:3]1[C:8]([O:9][CH2:10][CH2:11][O:12][CH3:13])=[CH:7][CH:6]=[CH:5][C:4]=1[CH:14]([C:17](=[O:19])[CH3:18])[C:15]#[N:16]. Reported procedure: To a suspension of (2-(methyloxy)-3-{[2-(methyloxy)ethyl]oxy}phenyl)acetonitrile (0.17 g, 0.76 mmol) sodium hydride (40% oil dispersion, 93 mg, 2.3 mmol) in tetrahydrofuran (5 mL), was added ethyl acetate (0.37 mL, 0.38 mmol), and the resulting mixture was stirred at 60° C. for 1.5 hours. Then it was cooled to room temperature, and poured into a mixture of ice-water (50 mL). This aqueous mixture was washed with dichloromethane (3×20 mL) then acidified to pH 2. The acidified mixture was extracted... Starting materials: Intermediate 216, FC(C(=O)O)(F)F.C(CCC)OC=1NC(=C2N=C(N=C2N1)OC)N (2-(butyloxy)-8-(methyloxy)-1H-purin-6-amine trifluoroacetate), BrC(CCC1CCOCC1)C (4-(3-bromobutyl)tetrahydro-2H-pyran). Yields the product C(CCC)OC1=NC(=C2N=C(N(C2=N1)CCCC1CCOCC1)OC)N (2-(Butyloxy)-8-(methyloxy)-9-[3-(tetrahydro-2H-Pyran-4-yl)propyl]-9H-purin-6-amine). RXN SMILES: FC(F)(F)C(O)=O.[CH2:8]([O:12][C:13]1[NH:14][C:15]([NH2:24])=[C:16]2[C:20]([N:21]=1)=[N:19][C:18]([O:22][CH3:23])=[N:17]2)[CH2:9][CH2:10][CH3:11].Br[CH:26](C)[CH2:27][CH2:28][CH:29]1[CH2:34][CH2:33][O:32][CH2:31][CH2:30]1>>[CH2:8]([O:12][C:13]1[N:21]=[C:20]2[C:16]([N:17]=[C:18]([O:22][CH3:23])[N:19]2[CH2:26][CH2:27][CH2:28][CH:29]2[CH2:34][CH2:33][O:32][CH2:31][CH2:30]2)=[C:15]([NH2:24])[N:14]=1)[CH2:9][CH2:10][CH3:11] |f:0.1|. Reported procedure: Prepared similarly to Intermediate 216 from 2-(butyloxy)-8-(methyloxy)-1H-purin-6-amine trifluoroacetate and 4-(3-bromobutyl)tetrahydro-2H-pyran. Reactants: O=C([O-])O, CC(=O)O, CC(=O)[O-], Cc1cc(Cl)nc(N)n1, NC1CCC(O)CC1, [Na+], [Na+], [Na+], [OH-], O. Product: Cc1cc(NC2CCC(O)CC2)nc(N)n1. RXN SMILES: [C:25](=[O:26])([OH:27])[O-:28].[C:31]([OH:32])(=[O:33])[CH3:34].[CH3:19][C:20](=[O:21])[O-:22].[CH3:1][c:2]1[cH:3][c:4]([Cl:5])[n:6][c:7]([NH2:8])[n:9]1.[NH2:10][CH:11]1[CH2:12][CH2:13][CH:14]([OH:17])[CH2:15][CH2:16]1.[Na+:18].[Na+:24].[Na+:29].[OH-:23].[OH2:30]>>[CH3:1][c:2]1[cH:3][c:4]([NH:10][CH:11]2[CH2:12][CH2:13][CH:14]([OH:17])[CH2:15][CH2:16]2)[n:6][c:7]([NH2:8])[n:9]1.